Dataset: the Open Reaction Database (ORD), a public repository of structured organic reaction records. Task: describe an organic reaction: reactants, conditions, products, and yield The reactants are CC(Oc1ccc(Cl)cn1)C1CN(Cc2ccccc2)CC1c1ccc(C#N)cc1, Cc1ccccc1, CCN(C(C)C)C(C)C, CC(Cl)OC(=O)Cl. Yields the product CC(Oc1ccc(Cl)cn1)C1CNCC1c1ccc(C#N)cc1. RXN SMILES: [CH2:1]([c:2]1[cH:3][cH:4][cH:5][cH:6][cH:7]1)[N:8]1[CH2:9][CH:10]([c:23]2[cH:24][cH:25][c:26]([C:27]#[N:28])[cH:29][cH:30]2)[CH:11]([CH:13]([CH3:14])[O:15][c:16]2[n:17][cH:18][c:19]([Cl:22])[cH:20][cH:21]2)[CH2:12]1.[CH3:47][c:48]1[cH:49][cH:50][cH:51][cH:52][cH:53]1.[CH:38]([N:39]([CH2:40][CH3:41])[CH:42]([CH3:43])[CH3:44])([CH3:45])[CH3:46].[Cl:31][C:32]([O:33][CH:34]([Cl:35])[CH3:36])=[O:37]>>[NH:8]1[CH2:9][CH:10]([c:23]2[cH:24][cH:25][c:26]([C:27]#[N:28])[cH:29][cH:30]2)[CH:11]([CH:13]([CH3:14])[O:15][c:16]2[n:17][cH:18][c:19]([Cl:22])[cH:20][cH:21]2)[CH2:12]1.